From a dataset of the Open Reaction Database (ORD), a public repository of structured organic reaction records. describe an organic reaction: reactants, conditions, products, and yield Reactants: CC1=NC(=CC(=N1)C1=CC=2N(C=C1)C(=CN2)C=2C=C(C=CC2)NC(=O)NCC(F)(F)F)N2CCN(CC2)CCOC2OCCCC2 (1-{3-[7-(2-Methyl-6-{4-[2-(tetrahydro-pyran-2-yloxy)-ethyl]-piperazin-1-yl}-pyrimidin-4-yl)-imidazo[1,2-a]pyridin-3-yl]-phenyl}-3-(2,2,2-trifluoro-ethyl)-urea), Cl (HCl). Run in CCOC(=O)C (EtOAc). Run at time 1 hour. Product: OCCN1CCN(CC1)C1=CC(=NC(=N1)C)C1=CC=2N(C=C1)C(=CN2)C=2C=C(C=CC2)NC(=O)NCC(F)(F)F (1-[3-(7-{6-[4-(2-Hydroxy-ethyl)-piperazin-1-yl]-2-methyl-pyrimidin-4-yl}-imidazo[1,2-a]pyridin-3-yl)-phenyl]-3-(2,2,2-trifluoro-ethyl)-urea). Isolated yield 23.0%. Reaction SMILES: [CH3:1][C:2]1[N:7]=[C:6]([C:8]2[CH:13]=[CH:12][N:11]3[C:14]([C:17]4[CH:18]=[C:19]([NH:23][C:24]([NH:26][CH2:27][C:28]([F:31])([F:30])[F:29])=[O:25])[CH:20]=[CH:21][CH:22]=4)=[CH:15][N:16]=[C:10]3[CH:9]=2)[CH:5]=[C:4]([N:32]2[CH2:37][CH2:36][N:35]([CH2:38][CH2:39][O:40]C3CCCCO3)[CH2:34][CH2:33]2)[N:3]=1.Cl>CCOC(C)=O>[OH:40][CH2:39][CH2:38][N:35]1[CH2:36][CH2:37][N:32]([C:4]2[N:3]=[C:2]([CH3:1])[N:7]=[C:6]([C:8]3[CH:13]=[CH:12][N:11]4[C:14]([C:17]5[CH:18]=[C:19]([NH:23][C:24]([NH:26][CH2:27][C:28]([F:29])([F:30])[F:31])=[O:25])[CH:20]=[CH:21][CH:22]=5)=[CH:15][N:16]=[C:10]4[CH:9]=3)[CH:5]=2)[CH2:33][CH2:34]1. Reported procedure: To 1-{3-[7-(2-Methyl-6-{4-[2-(tetrahydro-pyran-2-yloxy)-ethyl]-piperazin-1-yl}-pyrimidin-4-yl)-imidazo[1,2-a]pyridin-3-yl]-phenyl}-3-(2,2,2-trifluoro-ethyl)-urea (150 mg) treated with saturated HCl in EtOAc, reaction stirred RT for 1 hour, precipitated solid filtered and washed with EtOAc. The crude product was purified by preparative HPLC twice to give product (30 mg). Procedure details: 1-(4-Chlorocinnolin-7-ylmethyl)-4-[2-(5-chlorothiophen-2-yl)-ethenesulfonyl]-piperazin-2-one (0.06 g, 0.12 mmol) is treated with phenol (0.20 g) and ammonium acetate (0.2 g, 2.6 mmol) and heated to 120° C. for 45 minutes. The reaction mixture is cooled, diluted with ethyl acetate and washed with 1 N NaOH (3×100 mL) and water. The organic layer is concentrated and the residue is purified by reverse phase HPLC (20% aqueous TFA (0.1%)/acetonitrile to 100% acetonitrile). Fractions containing the des... Reactants: ClC1=CN=NC2=CC(=CC=C12)CN1C(CN(CC1)S(=O)(=O)C=CC=1SC(=CC1)Cl)=O (1-(4-Chlorocinnolin-7-ylmethyl)-4-[2-(5-chlorothiophen-2-yl)-ethenesulfonyl]-piperazin-2-one), C1(=CC=CC=C1)O (phenol), C(C)(=O)[O-].[NH4+] (ammonium acetate). Run at temperature 120 celsius. The yield is 35.8%. Reaction SMILES: Cl[C:2]1[C:11]2[C:6](=[CH:7][C:8]([CH2:12][N:13]3[CH2:18][CH2:17][N:16]([S:19]([CH:22]=[CH:23][C:24]4[S:25][C:26]([Cl:29])=[CH:27][CH:28]=4)(=[O:21])=[O:20])[CH2:15][C:14]3=[O:30])=[CH:9][CH:10]=2)[N:5]=[N:4][CH:3]=1.C1(O)C=CC=CC=1.C([O-])(=O)C.[NH4+:42]>C(OCC)(=O)C>[NH2:42][C:2]1[C:11]2[C:6](=[CH:7][C:8]([CH2:12][N:13]3[CH2:18][CH2:17][N:16]([S:19]([CH:22]=[CH:23][C:24]4[S:25][C:26]([Cl:29])=[CH:27][CH:28]=4)(=[O:20])=[O:21])[CH2:15][C:14]3=[O:30])=[CH:9][CH:10]=2)[N:5]=[N:4][CH:3]=1 |f:2.3|. Solvent: C(C)(=O)OCC (ethyl acetate). Product: NC1=CN=NC2=CC(=CC=C12)CN1C(CN(CC1)S(=O)(=O)C=CC=1SC(=CC1)Cl)=O (1-(4-Aminocinnolin-7-ylmethyl)-4-[2-(5-chlorothiophen-2-yl)-ethenesulfonyl]-piperazin-2-one). Reactants: [OH-].[Na+] (NaOH), CC(C)OC(=O)/N=N/C(=O)OC(C)C (DIAD), C1(NC(C2=CC=CC=C12)=O)=O (isoindoline-1,3-dione), C1=CC=C(C=C1)P(C2=CC=CC=C2)C3=CC=CC=C3 (PPh3), ClC=1C=C(C=CC1Cl)[C@H](CC)O ((S)-1-(3,4-dichlorophenyl)propan-1-ol). The solvent is C(Cl)Cl (DCM), C1CCOC1 (THF). Run at time 18 hour. Product: ClC=1C=C(C=CC1Cl)[C@@H](CC)N1C(C2=CC=CC=C2C1=O)=O ((R)-2-(1-(3,4-dichlorophenyl)propyl)isoindoline-1,3-dione). Yield: 37.2%. RXN SMILES: [Cl:1][C:2]1[CH:3]=[C:4]([C@@H:9](O)[CH2:10][CH3:11])[CH:5]=[CH:6][C:7]=1[Cl:8].[C:13]1(=[O:23])[C:21]2[C:16](=[CH:17][CH:18]=[CH:19][CH:20]=2)[C:15](=[O:22])[NH:14]1.C1C=CC(P(C2C=CC=CC=2)C2C=CC=CC=2)=CC=1.CC(OC(/N=N/C(OC(C)C)=O)=O)C.[OH-].[Na+]>C(Cl)Cl.C1COCC1>[Cl:1][C:2]1[CH:3]=[C:4]([C@H:9]([N:14]2[C:15](=[O:22])[C:16]3[C:21](=[CH:20][CH:19]=[CH:18][CH:17]=3)[C:13]2=[O:23])[CH2:10][CH3:11])[CH:5]=[CH:6][C:7]=1[Cl:8] |f:4.5|. Procedure: To a solution of 158 (3.45 g, 16.5 mmol) and THF (45 mL) cooled to 0° C. was added isoindoline-1,3-dione (2.67 g, 18.1 mmol) and PPh3 (6.49 g, 24.7 mmol) followed by the dropwise addition of neat DIAD (6.67 g, 33.0 mmol). The reaction was warmed to RT and stirred 18 h. The reaction was stirred with NaOH 2N (50 mL) and DCM (50 mL) for 2 h (emulsion) and then extracted with DCM. The combined organic fractions were dried (Na2SO4), filtered, and concentrated. The residue was triturated with hexane/E... Starting materials: O=C(c1cccc(O)c1F)c1c[nH]c2ncc(-c3cccs3)cc12, [K+], NN, [OH-], O, O, OCCOCCO. Product: Oc1cccc(Cc2c[nH]c3ncc(-c4cccs4)cc23)c1F. RXN SMILES: [F:1][c:2]1[c:3]([C:9](=[O:10])[c:11]2[cH:12][nH:13][c:14]3[n:15][cH:16][c:17](-[c:20]4[s:21][cH:22][cH:23][cH:24]4)[cH:18][c:19]23)[cH:4][cH:5][cH:6][c:7]1[OH:8].[K+:29].[NH2:26][NH2:27].[OH-:28].[OH2:25].[OH2:30].[OH:31][CH2:32][CH2:33][O:34][CH2:35][CH2:36][OH:37]>>[F:1][c:2]1[c:3]([CH2:9][c:11]2[cH:12][nH:13][c:14]3[n:15][cH:16][c:17](-[c:20]4[s:21][cH:22][cH:23][cH:24]4)[cH:18][c:19]23)[cH:4][cH:5][cH:6][c:7]1[OH:8]. The reactants are FC1=C(C=CC=C1CO)C=1C=NC(=NC1)N1CCC(CC1)C(=O)OCC (Ethyl 1-{5-[2-fluoro-3-(hydroxymethyl)phenyl]pyrimidin-2-yl}piperidine-4-carboxylate), C1CCOC1 (THF), [OH-].[Na+] (NaOH). The solvent is CCO (EtOH). Reaction conditions: time 8 hour. The product is FC1=C(C=CC=C1CO)C=1C=NC(=NC1)N1CCC(CC1)C(=O)O (1-{5-[2-fluoro-3-(hydroxymethyl)phenyl]pyrimidin-2-yl}piperidine-4-carboxylic acid). Isolated yield 99.9%. Reaction SMILES: [F:1][C:2]1[C:7]([CH2:8][OH:9])=[CH:6][CH:5]=[CH:4][C:3]=1[C:10]1[CH:11]=[N:12][C:13]([N:16]2[CH2:21][CH2:20][CH:19]([C:22]([O:24]CC)=[O:23])[CH2:18][CH2:17]2)=[N:14][CH:15]=1.C1COCC1.[OH-].[Na+]>CCO>[F:1][C:2]1[C:7]([CH2:8][OH:9])=[CH:6][CH:5]=[CH:4][C:3]=1[C:10]1[CH:11]=[N:12][C:13]([N:16]2[CH2:17][CH2:18][CH:19]([C:22]([OH:24])=[O:23])[CH2:20][CH2:21]2)=[N:14][CH:15]=1 |f:2.3|. Procedure: Ethyl 1-{5-[2-fluoro-3-(hydroxymethyl)phenyl]pyrimidin-2-yl}piperidine-4-carboxylate (1.4 g) was mixed with THF (10 ml) and EtOH (15 ml), and a 1 M aqueous NaOH solution (5.8 ml) was added thereto, followed by stirring at room temperature overnight. The insoluble matter was collected by filtration, and the filtrate was concentrated under reduced pressure. Water and 1 M hydrochloric acid (5.8 ml) were added to the obtained residue at 0° C., followed by stirring at 0° C. for 30 minutes. The solid ... The reactants are FC1=CC=C(C(=C1CO)C)I ((6-Fluoro-3-iodo-2-methylphenyl)methanol), S(=O)(Cl)Cl (thionyl chloride). Solvent: C1=CC=CC=C1 (benzene). Reaction conditions: temperature 80 celsius, time 8 hour. Yields the product ClCC1=C(C=CC(=C1C)I)F (2-(Chloromethyl)-1-fluoro-4-iodo-3-methylbenzene). As a reaction SMILES: [F:1][C:2]1[C:7]([CH2:8]O)=[C:6]([CH3:10])[C:5]([I:11])=[CH:4][CH:3]=1.S(Cl)([Cl:14])=O>C1C=CC=CC=1>[Cl:14][CH2:8][C:7]1[C:6]([CH3:10])=[C:5]([I:11])[CH:4]=[CH:3][C:2]=1[F:1]. Reported procedure: To a solution of the product of Step C (4.01 g, 15.4 mmol) in anhydrous benzene (40 mL) was added dropwise thionyl chloride (3.7 g, 30.8 mmol). The mixture was stirred 80° C. overnight. The mixture was cooled to rt, washed with saturated aqueous sodium bicarbonate solution, water and brine, and dried over magnesium sulfate, and concentrated to dryness to give the title compound as a colorless oil.